Dataset: the Open Reaction Database (ORD), a public repository of structured organic reaction records. Task: describe an organic reaction: reactants, conditions, products, and yield Starting materials: C1(CCCC1)\C=C/1\C(C=2C=CC(=NC2CC1)C(=O)OC)=O ((E)-methyl 6-(cyclopentylmethylene)-5-oxo-5,6,7,8-tetrahydroquinoline-2-carboxylate), Cl.N(N)C1=CC(=C(C#N)C=C1)C (4-hydrazino-2-methylbenzonitrile hydrochloride). Run in C(C)O (ethanol). Conditions: temperature 80 celsius, time 8 hour. The product is C(#N)C1=C(C=C(C=C1)N1N=C2C=3C=CC(=NC3CCC2C1C1CCCC1)C(=O)OC)C (methyl 2-(4-cyano-3-methylphenyl)-3-cyclopentyl-3,3a,4,5-tetrahydro-2H-pyrazolo[3,4-f]quinoline-7-carboxylate). Reaction SMILES: [CH:1]1(/[CH:6]=[C:7]2/[C:8](=O)[C:9]3[CH:10]=[CH:11][C:12]([C:17]([O:19][CH3:20])=[O:18])=[N:13][C:14]=3[CH2:15][CH2:16]/2)[CH2:5][CH2:4][CH2:3][CH2:2]1.Cl.[NH:23]([C:25]1[CH:32]=[CH:31][C:28]([C:29]#[N:30])=[C:27]([CH3:33])[CH:26]=1)[NH2:24]>C(O)C>[C:29]([C:28]1[CH:31]=[CH:32][C:25]([N:23]2[CH:6]([CH:1]3[CH2:5][CH2:4][CH2:3][CH2:2]3)[CH:7]3[C:8]([C:9]4[CH:10]=[CH:11][C:12]([C:17]([O:19][CH3:20])=[O:18])=[N:13][C:14]=4[CH2:15][CH2:16]3)=[N:24]2)=[CH:26][C:27]=1[CH3:33])#[N:30] |f:1.2|. Reported procedure: In a dried reaction flask, (E)-methyl 6-(cyclopentylmethylene)-5-oxo-5,6,7,8-tetrahydroquinoline-2-carboxylate (prepared according to the step (1) of Example 1) (0.428 g, 1.50 mmol) and 4-hydrazino-2-methylbenzonitrile hydrochloride (0.287 g, 1.56 mmol) were dissolved in ethanol (20 mL). In the protection from light and under the nitrogen atmosphere, the reaction solution was stirred at 80° C. for 8 hr. The reaction solution was concentrated under a reduced pressure to produce a crude reddish bl... The reactants are BrB(Br)Br, O=C([O-])O, ClCCl, COc1cccc(C2CCCC(NCC(O)c3cccc(Cl)c3)C2)c1, [Na+]. Product: Oc1cccc(C2CCCC(NCC(O)c3cccc(Cl)c3)C2)c1. RXN SMILES: [B:26]([Br:27])([Br:28])[Br:29].[C:30](=[O:31])([OH:32])[O-:33].[CH2:35]([Cl:36])[Cl:37].[Cl:1][c:2]1[cH:3][c:4]([CH:8]([CH2:9][NH:10][CH:11]2[CH2:12][CH:13]([c:17]3[cH:18][c:19]([O:23][CH3:24])[cH:20][cH:21][cH:22]3)[CH2:14][CH2:15][CH2:16]2)[OH:25])[cH:5][cH:6][cH:7]1.[Na+:34]>>[Cl:1][c:2]1[cH:3][c:4]([CH:8]([CH2:9][NH:10][CH:11]2[CH2:12][CH:13]([c:17]3[cH:18][c:19]([OH:23])[cH:20][cH:21][cH:22]3)[CH2:14][CH2:15][CH2:16]2)[OH:25])[cH:5][cH:6][cH:7]1.